Dataset: the Open Reaction Database (ORD), a public repository of structured organic reaction records. Task: describe an organic reaction: reactants, conditions, products, and yield The reactants are N(=NC(=O)OC(C)C)C(=O)OC(C)C (diisopropyl azodicarboxylate), FC1=C(C=C(C=C1)C1=C(C=C(C=C1C)O[C@@H]1COCC1)C)CO ((S)-(4-fluoro-2′,6′-dimethyl-4′-((tetrahydrofuran-3-yl)oxy)biphenyl-3-yl)methanol), OC1=CC2=C([C@@H](CO2)CC(=O)OC)C=C1 (methyl (S)-2-(6-hydroxyl-2,3-dihydrobenzofuran-3-yl)acetate), C1(=CC=CC=C1)P(C1=CC=CC=C1)C1=CC=CC=C1 (triphenylphosphine). Solvent: ClCCl (dichloromethane). Reaction conditions: temperature 0 celsius, time 12 hour. The product is FC1=C(C=C(C=C1)C1=C(C=C(C=C1C)O[C@@H]1COCC1)C)COC1=CC2=C([C@@H](CO2)CC(=O)OC)C=C1 (methyl 2-((S)-6-((4-fluoro-2′,6′-dimethyl-4′-(((S)-tetrahydrofuran-3-yl)oxy)biphenyl-3-yl)methoxy)-2,3-dihydrobenzofuran-3-yl)acetate). Isolated yield 65.8%. Reaction SMILES: [F:1][C:2]1[CH:7]=[CH:6][C:5]([C:8]2[C:13]([CH3:14])=[CH:12][C:11]([O:15][C@H:16]3[CH2:20][CH2:19][O:18][CH2:17]3)=[CH:10][C:9]=2[CH3:21])=[CH:4][C:3]=1[CH2:22][OH:23].O[C:25]1[CH:38]=[CH:37][C:28]2[C@H:29]([CH2:32][C:33]([O:35][CH3:36])=[O:34])[CH2:30][O:31][C:27]=2[CH:26]=1.C1(P(C2C=CC=CC=2)C2C=CC=CC=2)C=CC=CC=1.N(C(OC(C)C)=O)=NC(OC(C)C)=O>ClCCl>[F:1][C:2]1[CH:7]=[CH:6][C:5]([C:8]2[C:13]([CH3:14])=[CH:12][C:11]([O:15][C@H:16]3[CH2:20][CH2:19][O:18][CH2:17]3)=[CH:10][C:9]=2[CH3:21])=[CH:4][C:3]=1[CH2:22][O:23][C:25]1[CH:38]=[CH:37][C:28]2[C@H:29]([CH2:32][C:33]([O:35][CH3:36])=[O:34])[CH2:30][O:31][C:27]=2[CH:26]=1. Procedure: The crude (S)-(4-fluoro-2′,6′-dimethyl-4′-((tetrahydrofuran-3-yl)oxy)biphenyl-3-yl)methanol 18d (150 mg, 0.45 mmol), methyl (S)-2-(6-hydroxyl-2,3-dihydrobenzofuran-3-yl)acetate (94 mg, 0.45 mmol) and triphenylphosphine (177 mg, 0.68 mmol) were dissolved in 5 mL of dichloromethane. The reaction solution was cooled down to 0° C., followed by addition of diisopropyl azodicarboxylate (136 mg, 0.68 mmol). The reaction solution was warmed up to room temperature and stirred for 12 hours. The resulting ... The reactants are ( 4 ), ( 29 ), ( 98 ), ( 23 ), ( 5 ), ( 100 ), ( 9 ), CC1([C@H]2[C@@H](OC([C@@H]12)=O)C(Br)(Br)Br)C ((1R,4R,5S)-6,6-dimethyl-4-(tribromomethyl)-3-oxabicyclo[3.1.0]hexan-2-one), CC1([C@H]2[C@H](OC([C@@H]12)=O)C(Br)(Br)Br)C ((1R,4S,5S)-6,6-dimethyl-4-(tribromomethyl)-3-oxabicyclo[3.1.0]hexan-2-one), II, ( 22 ), ( 13 ), ( 33 ), ( 45 ), C(O)([O-])=O.[Na+] (sodium hydrogen carbonate), C(=O)[O-].[Na+] (sodium formate), Pt(C), II, ( 24 ), ( 18 ), Cl (hydrochloric acid). Solvent: CO (methanol). The product is BrC(=C[C@@H]1C([C@@H]1C(=O)O)(C)C)Br ((1R-cis)-3-(2,2-Dibromoethenyl)-2,2-dimethyl-cyclopropane carboxylic acid). Reaction SMILES: [CH3:1][C:2]1([CH3:13])[C@H:7]2[C@@H:3]1[C@H:4]([C:9](Br)([Br:11])[Br:10])[O:5][C:6]2=[O:8].CC1(C)[C@H]2[C@@H]1[C@@H](C(Br)(Br)Br)OC2=O.C(=O)([O-])O.[Na+].C([O-])=O.[Na+].Cl>CO>[Br:10][C:9]([Br:11])=[CH:4][C@H:3]1[C@@H:7]([C:6]([OH:8])=[O:5])[C:2]1([CH3:1])[CH3:13] |f:2.3,4.5|. Procedure: A mixture of (1R,4R,5S)-6,6-dimethyl-4-(tribromomethyl)-3-oxabicyclo[3.1.0]hexan-2-one (I, R1=X1=X2=Br) and (1R,4S,5S)-6,6-dimethyl-4-(tribromomethyl)-3-oxabicyclo[3.1.0]hexan-2-one (I, R1=X1=X2=Br), 0.38 g (0.001 mol), is stirred with sodium hydrogen carbonate, 0.126 g (0.0015 mol), sodium formate, 0.27 g (0.004 mol), and Pt(C) 5%, 0.03 g, in about 4 ml of methanol at 50° C. for 5.5 hours. The reaction mixture is acidified with aqueous hydrochloric acid and extracted twice with methyl t-butyl e... Reactants: C(C)OC(\C=C/C=C(C1=CC(=CC=C1)OC)C1=CC(=CC=C1)OC)=O ((Z)-5,5-bis(3-methoxyphenyl)-2,4-pentadienoic acid ethyl ester), [OH-].[Na+] (sodium hydroxide). Run in CO (methanol). The product is COC=1C=C(C=CC1)C(=C\C=C/C(=O)O)C1=CC(=CC=C1)OC ((Z)-5,5-bis(3-methoxyphenyl)-2,4-pentadienoic acid). Isolated yield 99.1%. RXN SMILES: C([O:3][C:4](=[O:25])/[CH:5]=[CH:6]\[CH:7]=[C:8]([C:17]1[CH:22]=[CH:21][CH:20]=[C:19]([O:23][CH3:24])[CH:18]=1)[C:9]1[CH:14]=[CH:13][CH:12]=[C:11]([O:15][CH3:16])[CH:10]=1)C.[OH-].[Na+]>CO>[CH3:24][O:23][C:19]1[CH:18]=[C:17]([C:8]([C:9]2[CH:14]=[CH:13][CH:12]=[C:11]([O:15][CH3:16])[CH:10]=2)=[CH:7]/[CH:6]=[CH:5]\[C:4]([OH:25])=[O:3])[CH:22]=[CH:21][CH:20]=1 |f:1.2|. Reported procedure: In a similar fashion, (Z)-5,5-bis(3-methoxyphenyl)-2,4-pentadienoic acid ethyl ester (2.2 g) in methanol (15 mL) was hydrolyzed using 2N sodium hydroxide solution (5 mL). The usual work up furnished 2.0 g of (Z)-5,5-bis(3-methoxyphenyl)-2,4-pentadienoic acid. Crystallization of a portion from ether furnished the analytically pure acid, mp 178°-180° C. Anal. Calculated for C19H18O4C: 73.53; H, 5.85 Found: C, 73.29; H, 5.91. The reactants are O=C([O-])[O-], CCOC(=O)c1c(Cl)cc(-c2c(CC)cccc2CC)nc1C, CCB(CC)CC, Cc1ccccc1, [Na+], [Na+], O, c1ccc(P(c2ccccc2)(c2ccccc2)[Pd](P(c2ccccc2)(c2ccccc2)c2ccccc2)(P(c2ccccc2)(c2ccccc2)c2ccccc2)P(c2ccccc2)(c2ccccc2)c2ccccc2)cc1. Product: CCOC(=O)c1c(CC)cc(-c2c(CC)cccc2CC)nc1C. As a reaction SMILES: [C:31](=[O:32])([O-:33])[O-:34].[CH2:1]([CH3:2])[O:3][C:4]([c:5]1[c:6]([CH3:22])[n:7][c:8](-[c:12]2[c:13]([CH2:20][CH3:21])[cH:14][cH:15][cH:16][c:17]2[CH2:18][CH3:19])[cH:9][c:10]1[Cl:11])=[O:23].[CH2:24]([CH3:25])[B:26]([CH2:27][CH3:28])[CH2:29][CH3:30].[CH3:37][c:38]1[cH:39][cH:40][cH:41][cH:42][cH:43]1.[Na+:35].[Na+:36].[OH2:44].[cH:45]1[cH:46][cH:47][c:48]([P:49]([Pd:50]([P:51]([c:52]2[cH:53][cH:54][cH:55][cH:56][cH:57]2)([c:58]2[cH:59][cH:60][cH:61][cH:62][cH:63]2)[c:64]2[cH:65][cH:66][cH:67][cH:68][cH:69]2)([P:70]([c:71]2[cH:72][cH:73][cH:74][cH:75][cH:76]2)([c:77]2[cH:78][cH:79][cH:80][cH:81][cH:82]2)[c:83]2[cH:84][cH:85][cH:86][cH:87][cH:88]2)[P:89]([c:90]2[cH:91][cH:92][cH:93][cH:94][cH:95]2)([c:96]2[cH:97][cH:98][cH:99][cH:100][cH:101]2)[c:102]2[cH:103][cH:104][cH:105][cH:106][cH:107]2)([c:108]2[cH:109][cH:110][cH:111][cH:112][cH:113]2)[c:114]2[cH:115][cH:116][cH:117][cH:118][cH:119]2)[cH:120][cH:121]1>>[CH2:1]([CH3:2])[O:3][C:4]([c:5]1[c:6]([CH3:22])[n:7][c:8](-[c:12]2[c:13]([CH2:20][CH3:21])[cH:14][cH:15][cH:16][c:17]2[CH2:18][CH3:19])[cH:9][c:10]1[CH2:24][CH3:25])=[O:23]. Reactants: C(C)N1C=NC=2N(C(NC(C12)=O)=O)C (7-ethyl-3-methylxanthine), ClCP(C)(C)=O (chloromethyl-dimethylphosphine oxide). Yields the product C(C)N1C=NC=2N(C(N(C(C12)=O)CP(C)(C)=O)=O)C ([1-(7-Ethyl-3-methylxanthin-1-yl)methyl]dimethylphosphine Oxide). Reaction SMILES: [CH2:1]([N:3]1[C:11]2[C:10](=[O:12])[NH:9][C:8](=[O:13])[N:7]([CH3:14])[C:6]=2[N:5]=[CH:4]1)[CH3:2].Cl[CH2:16][P:17](=[O:20])([CH3:19])[CH3:18]>>[CH2:1]([N:3]1[C:11]2[C:10](=[O:12])[N:9]([CH2:16][P:17](=[O:20])([CH3:19])[CH3:18])[C:8](=[O:13])[N:7]([CH3:14])[C:6]=2[N:5]=[CH:4]1)[CH3:2]. Procedure details: The title substance was prepared from 5 g (0.0258 mol) of 7-ethyl-3-methylxanthine and 3.91 g (0.031 mol) of chloromethyl-dimethylphosphine oxide analogously to Example 67. The reactants are CC(C)(C)OC(=O)NC(Cc1ccc2ccccc2c1)C(=O)O, CCN=C=NCCCN(C)C, CNCc1ccccc1, CCOC(C)=O, CCN(C(C)C)C(C)C, ClCCl, Cl, On1nnc2ccccc21. Product: CN(Cc1ccccc1)C(=O)C(Cc1ccc2ccccc2c1)NC(=O)OC(C)(C)C. RXN SMILES: [C:1]([CH3:2])([CH3:3])([CH3:4])[O:5][C:6](=[O:7])[NH:8][CH:9]([C:10](=[O:11])[OH:12])[CH2:13][c:14]1[cH:15][c:16]2[cH:17][cH:18][cH:19][cH:20][c:21]2[cH:22][cH:23]1.[CH3:25][N:26]([CH3:27])[CH2:28][CH2:29][CH2:30][N:31]=[C:32]=[N:33][CH2:34][CH3:35].[CH3:46][NH:47][CH2:48][c:49]1[cH:50][cH:51][cH:52][cH:53][cH:54]1.[CH3:67][CH2:68][O:69][C:70](=[O:71])[CH3:72].[CH:55]([N:56]([CH:57]([CH3:58])[CH3:59])[CH2:60][CH3:61])([CH3:62])[CH3:63].[Cl:64][CH2:65][Cl:66].[ClH:24].[OH:36][n:37]1[c:38]2[cH:39][cH:40][cH:41][cH:42][c:43]2[n:44][n:45]1>>[C:1]([CH3:2])([CH3:3])([CH3:4])[O:5][C:6](=[O:7])[NH:8][CH:9]([C:10](=[O:11])[N:47]([CH3:46])[CH2:48][c:49]1[cH:50][cH:51][cH:52][cH:53][cH:54]1)[CH2:13][c:14]1[cH:15][c:16]2[cH:17][cH:18][cH:19][cH:20][c:21]2[cH:22][cH:23]1. The reactants are 37, N,N-methane-tetraylbis[cyclohexanamine], O1CCCC1 (tetrahydrofuran), NC1CN(CC1)C(=O)OCC (ethyl 3-aminopyrrolidinecarboxylate), C(=S)=S (carbon disulfide). Conditions: temperature -10 celsius. Product: 32, N(=C=S)C1CN(CC1)C(=O)OCC (ethyl 3-isothiocyanato-1-pyrrolidinecarboxylate). Yield: 99.8%. Reaction SMILES: O1CCCC1.[NH2:6][CH:7]1[CH2:11][CH2:10][N:9]([C:12]([O:14][CH2:15][CH3:16])=[O:13])[CH2:8]1.[C:17](=S)=[S:18]>>[N:6]([CH:7]1[CH2:11][CH2:10][N:9]([C:12]([O:14][CH2:15][CH3:16])=[O:13])[CH2:8]1)=[C:17]=[S:18]. Procedure: (a-3) To a stirred and cooled (10° C.) mixture of 37 parts of N,N-methane-tetraylbis[cyclohexanamine] and 594 parts of tetrahydrofuran were added 91.2 parts of carbon disulfide. After cooling to -10° C., 27.5 parts of ethyl 3-aminopyrrolidinecarboxylate were added during a period of 5 minutes (exothermic reaction). The reaction mixture was allowed to reach room temperature and evaporated. The residue was purified by column chromatography over silica gel using trichloromethane as eluent. The pure...